From a dataset of the Open Reaction Database (ORD), a public repository of structured organic reaction records. describe an organic reaction: reactants, conditions, products, and yield The reactants are C(C)(C)(C)OC(=O)N[C@H](CO[N+](=O)[O-])C ((1S)-N-(t-butoxycarbonyl)-1-methyl-2-nitroxyethylamine), Cl.O1CCOCC1 (hydrochloric acid dioxane), CCOCC (ether). Procedure details: In 80 ml of 4N hydrochloric acid-dioxane were dissolved 4.52 g of (1S)-N-(t-butoxycarbonyl)-1-methyl-2-nitroxyethylamine, and the mixture was left to stand at room temperature for 1 hour and 50 minutes. To the mixture were added 160 ml of ether, and the crystals were collected by filtration and dried to obtain 3.02 g of the desired compound as colorless crystals. Conditions: time 50 minute. Reaction SMILES: C(OC([NH:8][C@@H:9]([CH3:15])[CH2:10][O:11][N+:12]([O-:14])=[O:13])=O)(C)(C)C.CCOCC.[ClH:21].O1CCOCC1>>[ClH:21].[CH3:15][C@H:9]([NH2:8])[CH2:10][O:11][N+:12]([O-:14])=[O:13] |f:2.3,4.5|. Yields the product Cl.C[C@@H](CO[N+](=O)[O-])N ((1S)-1-Methyl-2-nitroxyethylamine hydrochloride). Reactants: NC1=C(C(=O)NC2CC2)C=CC=C1 (2-Amino-N-cyclopropylbenzamide), C1(CC1)N (cyclopropylamine), C1=2C(=O)OC(NC1=CC=CC2)=O (isatoic anhydride). The product is C1(CC1)NC(C1=C(C=CC=C1)NCC=1NCCN1)=O (N-cyclopropyl-2-[(4,5-dihydro-1H-imidazol-2-ylmethyl)amino]benzamide). RXN SMILES: [NH2:1][C:2]1[CH:13]=[CH:12][CH:11]=[CH:10][C:3]=1[C:4]([NH:6][CH:7]1[CH2:9][CH2:8]1)=[O:5].[CH:14]1([NH2:17])[CH2:16]C1.[C:18]12[C:24](=CC=CC=1)[NH:23]C(=O)OC2=O>>[CH:7]1([NH:6][C:4](=[O:5])[C:3]2[CH:10]=[CH:11][CH:12]=[CH:13][C:2]=2[NH:1][CH2:16][C:14]2[NH:17][CH2:18][CH2:24][N:23]=2)[CH2:8][CH2:9]1. Procedure: 2-Amino-N-cyclopropylbenzamide (prepared from cyclopropylamine and isatoic anhydride, using the methods described in Example 17) and CMI were reacted using conditions described in the general procedure for CMI coupling to give N-cyclopropyl-2-[(4,5-dihydro-1H-imidazol-2-ylmethyl)amino]benzamide, isolated as the hydrochloride salt.